Task: describe an organic reaction: reactants, conditions, products, and yield. Dataset: the Open Reaction Database (ORD), a public repository of structured organic reaction records Starting materials: N1=CC=CC=C1 (pyridine), OCCOC(C1=CC2=C(C=C1)OCO2)N2C(=O)NC(=O)C(=C2)F (1-[α-(2-hydroxyethoxy)-3,4-methylenedioxybenzyl]-5-fluorouracil), C(C)(=O)OC(C)=O (acetic anhydride), ice water. Run at time 3 hour. Yields the product C(C)(=O)OCCOC(C1=CC2=C(C=C1)OCO2)N2C(=O)NC(=O)C(=C2)F (1-[α-(2-acetoxyethoxy)-3,4-methylenedioxybenzyl]-5-fluorouracil). As a reaction SMILES: [OH:1][CH2:2][CH2:3][O:4][CH:5]([N:15]1[CH:22]=[C:21]([F:23])[C:19](=[O:20])[NH:18][C:16]1=[O:17])[C:6]1[CH:11]=[CH:10][C:9]2[O:12][CH2:13][O:14][C:8]=2[CH:7]=1.N1C=CC=CC=1.[C:30](OC(=O)C)(=[O:32])[CH3:31]>>[C:30]([O:1][CH2:2][CH2:3][O:4][CH:5]([N:15]1[CH:22]=[C:21]([F:23])[C:19](=[O:20])[NH:18][C:16]1=[O:17])[C:6]1[CH:11]=[CH:10][C:9]2[O:12][CH2:13][O:14][C:8]=2[CH:7]=1)(=[O:32])[CH3:31]. Reported procedure: 1-[α-(2-Hydroxyethoxy)-3,4-methylendioxybenzyl]-5-fluorouracil obtained in Example 10 was dissolved in acetic anhydride (20 ml) and pyridine (20 ml) followed by stirring at room temperature for 3 hours. The reaction mixture was poured into ice-water and the resulting oil was extracted with chloroform (100 ml). The extract was washed with hydrochloric acid and then water, dried over magnesium sulfate and evaporated under reduced pressure to remove chloroform. The residue was treated with ligroina... Reactants: [H-].[Al+3].[Li+].[H-].[H-].[H-] (Lithium aluminum hydride), NC1(CCN(CC1)C)C(=O)O (4-amino-1-methylpiperidine-4-carboxylic acid), O (water), [OH-].[Na+] (NaOH), O (water). Run in O1CCCC1 (tetrahydrofuran). Run at temperature 0 celsius. The product is NC1(CCN(CC1)C)CO (4-Amino-4-hydroxymethyl-1-methylpiperidine). Yield: 98.9%. As a reaction SMILES: [H-].[Al+3].[Li+].[H-].[H-].[H-].[NH2:7][C:8]1([C:15](O)=[O:16])[CH2:13][CH2:12][N:11]([CH3:14])[CH2:10][CH2:9]1.O.[OH-].[Na+]>O1CCCC1>[NH2:7][C:8]1([CH2:15][OH:16])[CH2:13][CH2:12][N:11]([CH3:14])[CH2:10][CH2:9]1 |f:0.1.2.3.4.5,8.9|. Procedure: Lithium aluminum hydride powder (15.62 g., 0.412 mole) in dry tetrahydrofuran (THF) (600 ml.) was heated under reflux for 15 minutes, after which 4-amino-1-methylpiperidine-4-carboxylic acid (31.0 g., 0.196 mole) in the form of a dry powder was added portionwise under nitrogen, with efficient stirring. After the addition was completed, the reaction mixture was heated under reflux for four hours, cooled to 0° C. under nitrogen with efficient stirring, worked up by careful slow addition of water (... RXN SMILES: O=C1C2C(=CC=CC=2)C(=O)[N:3]1[N:12]([CH2:20][CH2:21][O:22][CH:23]([CH3:25])[CH3:24])[C:13](=[O:19])[O:14][C:15]([CH3:18])([CH3:17])[CH3:16].CNN>O1CCCC1>[CH:23]([O:22][CH2:21][CH2:20][N:12]([C:13]([O:14][C:15]([CH3:17])([CH3:16])[CH3:18])=[O:19])[NH2:3])([CH3:25])[CH3:24]. The reactants are O=C1N(C(C2=CC=CC=C12)=O)N(C(OC(C)(C)C)=O)CCOC(C)C (tert-butyl 1,3-dioxoisoindolin-2-yl(2-isopropoxyethyl)carbamate), CNN (methylhydrazine). Run at temperature 0 celsius, time 3 hour. Yields the product C(C)(C)OCCN(N)C(=O)OC(C)(C)C (tert-butyl 1-(2-isopropoxyethyl)hydrazinecarboxylate). Isolated yield 84.2%. The solvent is O1CCCC1 (tetrahydrofuran). Procedure: To a solution of tert-butyl 1,3-dioxoisoindolin-2-yl(2-isopropoxyethyl)carbamate (example 77B, 1.262 g, 3.62 mmol) in tetrahydrofuran (24.15 mL) at 0° C. was slowly added methylhydrazine (0.289 mL, 5.43 mmol). The reaction mixture was stirred at 0° C. for 3 h. The reaction mixture was filtered to remove the white precipitate and the filtrate was concentrated in vacuo. The semisolid was triturated with ethyl acetate (2×) and the triturant was concentrated in vacuo. This process was repeated to ul... The reactants are O1CCOC12CCC(CC2)=O (1,4-dioxa-spiro[4.5]decan-8-one), CC1=CC=CC=C1[P+](C2=CC=CC=C2)(C3=CC=CC=C3)OC(=O)C (methyl(triphenylphosphoranylidene) acetate), C1(=CC=CC=C1)C (toluene). Yields the product COC(C=C1CCC2(OCCO2)CC1)=O ((1,4-dioxa-spiro[4.5]dec-8-ylidene)-acetic acid methyl ester). Isolated yield 81.0%. Reaction SMILES: [O:1]1[C:5]2([CH2:10][CH2:9][C:8](=O)[CH2:7][CH2:6]2)[O:4][CH2:3][CH2:2]1.CC1C([P+]([O:32][C:33]([CH3:35])=[O:34])(C2C=CC=CC=2)C2C=CC=CC=2)=CC=CC=1.[C:36]1(C)C=CC=CC=1>>[CH3:36][O:32][C:33](=[O:34])[CH:35]=[C:8]1[CH2:9][CH2:10][C:5]2([O:4][CH2:3][CH2:2][O:1]2)[CH2:6][CH2:7]1. Procedure details: A solution of 1,4-dioxa-spiro[4.5]decan-8-one (5.00 g, 32.0 mmol) in 65 mL of anhydrous toluene was treated with methyl(triphenylphosphoranylidene) acetate (13.9 g, 41.6 mmol). The mixture was stirred at reflux for 18 h under nitrogen. Solvent was removed and the crude was purified by silica gel column chromatography using a 20% EtOAc:hexanes mixture as eluent to afford (1,4-dioxa-spiro[4.5]dec-8-ylidene)-acetic acid methyl ester (5.51 g, 81%) as a colorless oil. Reactants: Cc1cc(COc2ccc(S(=O)(=O)NC3CN(C=O)CC3C(=O)O)cc2)c2ccccc2n1, NO. Yields the product Cc1cc(COc2ccc(S(=O)(=O)NC3CN(C=O)CC3C(=O)NO)cc2)c2ccccc2n1. Reaction SMILES: [CH:1](=[O:2])[N:3]1[CH2:4][CH:5]([C:31](=[O:32])[OH:33])[CH:6]([NH:8][S:9](=[O:10])(=[O:11])[c:12]2[cH:13][cH:14][c:15]([O:18][CH2:19][c:20]3[cH:21][c:22]([CH3:30])[n:23][c:24]4[cH:25][cH:26][cH:27][cH:28][c:29]34)[cH:16][cH:17]2)[CH2:7]1.[NH2:34][OH:35]>>[CH:1](=[O:2])[N:3]1[CH2:4][CH:5]([C:31](=[O:32])[NH:34][OH:35])[CH:6]([NH:8][S:9](=[O:10])(=[O:11])[c:12]2[cH:13][cH:14][c:15]([O:18][CH2:19][c:20]3[cH:21][c:22]([CH3:30])[n:23][c:24]4[cH:25][cH:26][cH:27][cH:28][c:29]34)[cH:16][cH:17]2)[CH2:7]1.